This data is from the Open Reaction Database (ORD), a public repository of structured organic reaction records. The task is: describe an organic reaction: reactants, conditions, products, and yield Starting materials: [Li+].CC(C)[N-]C(C)C (LDA), ClC1=CC=NC=C1 (4-chloropyridine), C(=O)=O (CO2). Solvent: C1CCOC1 (THF). Run at time 1 hour. Yields the product ClC1=CC=NC=C1C(=O)O (4-Chloro-nicotinic acid). Yield: 61.0%. RXN SMILES: [Li+].CC([N-]C(C)C)C.[Cl:9][C:10]1[CH:15]=[CH:14][N:13]=[CH:12][CH:11]=1.[C:16](=[O:18])=[O:17]>C1COCC1>[Cl:9][C:10]1[C:15]([C:16]([OH:18])=[O:17])=[CH:14][N:13]=[CH:12][CH:11]=1 |f:0.1|. Reported procedure: Following the procedures of Guillier et al (1995) J. Org. Chem. 60(2):292-6, to a cold (−78° C.) solution of LDA (21 ml, 1.6 M in hexanes, 33.3 mmol) in anhydrous THF (70 ml) was added 4-chloropyridine (5.0 g, 33.3 mmol) under an argon atmosphere. After 1 hour at −78° C., the solution was rapidly poured onto a bed of solid CO2 contained within a 250 ml conical flask. After allowing the reaction solution to warm to ambient temperature the solution was quenched with water (30 ml). The volatile org... The reactants are C1=NC(=C2C(=N1)N(C=N2)[C@H]3C[C@@H]([C@H](O3)COP(=O)(O)OP(=O)(O)OP(=O)(O)O)O)N (dATP), C1=2C(=O)OC(NC1=CC=CC2)=O (isatoic anhydride), C(C=1C(N)=CC=CC1)(=O)[O-].P(O)(=O)(OP(=O)(O)OP(=O)(O)O)OC[C@@H]1[C@H]([C@H]([C@@H](O1)N1C=NC=2C(N)=NC=NC12)O)O (anthranilate ATP). Yields the product C(C=1C(N)=CC=CC1)(=O)[O-].C1=NC(=C2C(=N1)N(C=N2)[C@H]3C[C@@H]([C@H](O3)COP(=O)(O)OP(=O)(O)OP(=O)(O)O)O)N (Anthranilate dATP). The yield is 80.0%. Reaction SMILES: [CH:1]1[N:6]=[C:5]2[N:7]([C@@H:10]3[O:14][C@H:13]([CH2:15][O:16][P:17]([O:20][P:21]([O:24][P:25]([OH:28])([OH:27])=[O:26])([OH:23])=[O:22])([OH:19])=[O:18])[C@@H:12]([OH:29])[CH2:11]3)[CH:8]=[N:9][C:4]2=[C:3]([NH2:30])[N:2]=1.[C:31]12[C:37](=[CH:38][CH:39]=[CH:40][CH:41]=1)[NH:36]C(=O)[O:34][C:32]2=[O:33].C([O-])(=O)C1C(=CC=CC=1)N.P(OC[C@H]1O[C@@H](N2C3N=CN=C(N)C=3N=C2)[C@H](O)[C@@H]1O)(OP(OP(O)(O)=O)(O)=O)(=O)O>>[C:32]([O-:34])(=[O:33])[C:31]1[C:37](=[CH:38][CH:39]=[CH:40][CH:41]=1)[NH2:36].[CH:1]1[N:6]=[C:5]2[N:7]([C@@H:10]3[O:14][C@H:13]([CH2:15][O:16][P:17]([O:20][P:21]([O:24][P:25]([OH:28])([OH:27])=[O:26])([OH:23])=[O:22])([OH:19])=[O:18])[C@@H:12]([OH:29])[CH2:11]3)[CH:8]=[N:9][C:4]2=[C:3]([NH2:30])[N:2]=1 |f:2.3,4.5|. Procedure: Anthranilate dATP was prepared from dATP and isatoic anhydride by a procedure similar to that described by Hiratsuka {T. Hiratsuka (1982) J. Biol. Chem 257, pp. 13354-13358} for the synthesis of the anthranilate ATP and was purified by chromatography on Lichroprep RP18 (25-40 μm) using 1 mM triethylammonium acetate as eluent. Reactants: CC=1C=C(N)C=CC1[N+](=O)[O-] (3-Methyl-4-nitroaniline), C(C(=C)C)(=O)Cl (methacryloyl chloride), O (water). The solvent is CN(C(C)=O)C (N,N-dimethylacetamide). Run at temperature 2.5 celsius. Product: CC(C(=O)NC1=CC(=C(C=C1)[N+](=O)[O-])C)=C (2-Methyl-N-(3-methyl-4-nitrophenyl)acrylamide). RXN SMILES: [CH3:1][C:2]1[CH:3]=[C:4]([CH:6]=[CH:7][C:8]=1[N+:9]([O-:11])=[O:10])[NH2:5].[C:12](Cl)(=[O:16])[C:13]([CH3:15])=[CH2:14].O>CN(C)C(=O)C>[CH3:15][C:13](=[CH2:14])[C:12]([NH:5][C:4]1[CH:6]=[CH:7][C:8]([N+:9]([O-:11])=[O:10])=[C:2]([CH3:1])[CH:3]=1)=[O:16]. Procedure details: 3-Methyl-4-nitroaniline (2.0 g, 13 mmol) in N,N-dimethylacetamide (DMAC) (6 ml) was added dropwise to a cooled solution of methacryloyl chloride (2.0 ml, 20.7 mmol) in a nitrogen atmosphere while the temperature of the reaction mixture was maintained between 0-5° C. The solution was allowed to warm to room temperature and the mixture was stirred over night. The mixture was poured into water (70 ml) and extracted with ethyl acetate (4×40 ml). The organic phase was washed with saturated Na2CO3 (3×... The reactants are [BH3-]C#N, [K+], CC(N)C(=O)N(CC(=O)O)C1Cc2ccccc2C1, [Na+], [OH-], O=C(O)C(=O)Cc1ccccc1. Product: CC(NC(Cc1ccccc1)C(=O)O)C(=O)N(CC(=O)O)C1Cc2ccccc2C1. RXN SMILES: [C:32]([BH3-:33])#[N:34].[K+:37].[NH2:1][CH:2]([CH3:3])[C:4](=[O:5])[N:6]([CH2:7][C:8](=[O:9])[OH:10])[CH:11]1[CH2:12][c:13]2[cH:14][cH:15][cH:16][cH:17][c:18]2[CH2:19]1.[Na+:35].[OH-:36].[c:20]1([CH2:26][C:27]([C:28](=[O:29])[OH:30])=[O:31])[cH:21][cH:22][cH:23][cH:24][cH:25]1>>[NH:1]([CH:2]([CH3:3])[C:4](=[O:5])[N:6]([CH2:7][C:8](=[O:9])[OH:10])[CH:11]1[CH2:12][c:13]2[cH:14][cH:15][cH:16][cH:17][c:18]2[CH2:19]1)[CH:27]([CH2:26][c:20]1[cH:21][cH:22][cH:23][cH:24][cH:25]1)[C:28](=[O:29])[OH:30]. The reactants are O=C1CCCN(Cc2ccccc2)C1, CCOC(=O)CP(=O)(OCC)OCC, CCO, [Na]. Product: CCOC(=O)C=C1CCCN(Cc2ccccc2)C1. As a reaction SMILES: [CH2:16]([c:17]1[cH:18][cH:19][cH:20][cH:21][cH:22]1)[N:23]1[CH2:24][C:25](=[O:29])[CH2:26][CH2:27][CH2:28]1.[CH3:1][CH2:2][O:3][C:4](=[O:5])[CH2:6][P:7]([O:8][CH2:9][CH3:10])([O:11][CH2:12][CH3:13])=[O:14].[CH3:30][CH2:31][OH:32].[Na:15]>>[CH3:1][CH2:2][O:3][C:4](=[O:5])[CH:6]=[C:25]1[CH2:24][N:23]([CH2:16][c:17]2[cH:18][cH:19][cH:20][cH:21][cH:22]2)[CH2:28][CH2:27][CH2:26]1. The solvent is C1(=CC=CC=C1)C (toluene), C1(=CC=CC=C1)C (toluene), C(C)O (ethanol). Procedure details: Under protective gas atmosphere, a mixture consisting of 30.0 g (0.17 mol) of 4-chloro-3-fluorophenylboronic acid and 29.7 g (0.16 mol) of 2-bromo-4-fluoroaniline in 170 ml of toluene and 17 ml of ethanol is treated with 3.6 g (0.003 mol) of tetrakis(triphenylphosphine)palladium(0) and stirred for 16 h at 80° C. After addition of 200 ml of toluene and 200 ml of water, the organic phase is separated off, dried over magnesium sulphate and concentrated in vacuum. Column chromatography (petroleum et... Isolated yield 68.1%. RXN SMILES: [Cl:1][C:2]1[CH:7]=[CH:6][C:5](B(O)O)=[CH:4][C:3]=1[F:11].Br[C:13]1[CH:19]=[C:18]([F:20])[CH:17]=[CH:16][C:14]=1[NH2:15].O>C1(C)C=CC=CC=1.C(O)C.C1C=CC([P]([Pd]([P](C2C=CC=CC=2)(C2C=CC=CC=2)C2C=CC=CC=2)([P](C2C=CC=CC=2)(C2C=CC=CC=2)C2C=CC=CC=2)[P](C2C=CC=CC=2)(C2C=CC=CC=2)C2C=CC=CC=2)(C2C=CC=CC=2)C2C=CC=CC=2)=CC=1>[Cl:1][C:2]1[CH:7]=[CH:6][C:5]([C:13]2[CH:19]=[C:18]([F:20])[CH:17]=[CH:16][C:14]=2[NH2:15])=[CH:4][C:3]=1[F:11] |^1:35,37,56,75|. Conditions: temperature 80 celsius, time 16 hour. Reagents/catalysts: C=1C=CC(=CC1)[P](C=2C=CC=CC2)(C=3C=CC=CC3)[Pd]([P](C=4C=CC=CC4)(C=5C=CC=CC5)C=6C=CC=CC6)([P](C=7C=CC=CC7)(C=8C=CC=CC8)C=9C=CC=CC9)[P](C=1C=CC=CC1)(C=1C=CC=CC1)C=1C=CC=CC1 (tetrakis(triphenylphosphine)palladium(0)). Yields the product petroleum ether acetone, ClC1=C(C=C(C=C1)C1=C(C=CC(=C1)F)N)F (4′-chloro-5,3′-difluorobiphenyl-2-yl-amine). The reactants are O (water), ClC1=C(C=C(C=C1)B(O)O)F (4-chloro-3-fluorophenylboronic acid), BrC1=C(N)C=CC(=C1)F (2-bromo-4-fluoroaniline). Starting materials: N(C(=O)C)C=1C(=C(C=C(C1)C)OCC1=CC=CC=C1)C ((3-acetamino-2,5-dimethyl-phenyl)-benzyl ether), CC1=C(C=C(C=C1[N+](=O)[O-])C)O (2,5-dimethyl-3-nitrophenol). Product: C(C)(=O)N1N=CC2=C(C=C(C=C12)C)OCC1=CC=CC=C1 (1-Acetyl-4-benzyloxy-6-methyl-indazole). RXN SMILES: [NH:1]([C:5]1[C:6]([CH3:20])=[C:7]([O:12][CH2:13][C:14]2[CH:19]=[CH:18][CH:17]=[CH:16][CH:15]=2)[CH:8]=[C:9]([CH3:11])[CH:10]=1)[C:2]([CH3:4])=[O:3].CC1C([N+:28]([O-])=O)=CC(C)=CC=1O>>[C:2]([N:1]1[C:5]2[C:6](=[C:7]([O:12][CH2:13][C:14]3[CH:19]=[CH:18][CH:17]=[CH:16][CH:15]=3)[CH:8]=[C:9]([CH3:11])[CH:10]=2)[CH:20]=[N:28]1)(=[O:3])[CH3:4]. Reported procedure: The (3-acetamino-2,5-dimethyl-phenyl)-benzyl ether used as starting material in Example 2 is prepared from 2,5-dimethyl-3-nitrophenol by the following reactions: Starting materials: C(C)C1=C(NC(=C1)CC)C=O (3,5-diethylpyrrol-2-carboxaldehyde), CC(C)C(CC(C(C)C)=O)=O (2,6-dimethyl-3,5-heptanedione). Product: C(C)(C)C1=C(NC(=C1)C(C)C)C=O (3,5-Diisopropylpyrrol-2-carboxaldehyde). Reaction SMILES: C(C1C=C(CC)[NH:5][C:4]=1[CH:10]=[O:11])C.[CH3:12][CH:13]([C:15](=O)[CH2:16][C:17](=O)[CH:18]([CH3:20])[CH3:19])[CH3:14]>>[CH:13]([C:15]1[CH:16]=[C:17]([CH:18]([CH3:20])[CH3:19])[NH:5][C:4]=1[CH:10]=[O:11])([CH3:14])[CH3:12]. Procedure: The procedure was the same as the one for the preparation of 3,5-diethylpyrrol-2-carboxaldehyde except starting with 2,6-dimethyl-3,5-heptanedione. Starting materials: Cl (HCl), hydrochloride salt, COC=1C=C(C=C(C1OC)OC)C(C[C@](C)(C1=CC=CC2=CC=CC=C12)NC([C@H]1NCCC1)=O)=O (L-proline, 1-[2-(3,4,5-trimethoxyphenyl)-2-oxoethyl] (R)-1-(1-naphthyl)ethylamide). Run in CCOCC (Et2O). The product is Cl.COC=1C=C(C=C(C1OC)OC)C(C[C@](C)(C1=CC=CC2=CC=CC=C12)NC([C@H]1NCCC1)=O)=O (L-Proline, 1-[2-(3,4,5-Trimethoxyphenyl)-2-Oxoethyl] 1-(R)-(1-naphthyl)ethylamide Hydrochloride). As a reaction SMILES: [ClH:1].[CH3:2][O:3][C:4]1[CH:5]=[C:6]([C:14](=[O:36])[CH2:15][C@@:16]([NH:28][C:29](=[O:35])[C@@H:30]2[CH2:34][CH2:33][CH2:32][NH:31]2)([C:18]2[C:27]3[C:22](=[CH:23][CH:24]=[CH:25][CH:26]=3)[CH:21]=[CH:20][CH:19]=2)[CH3:17])[CH:7]=[C:8]([O:12][CH3:13])[C:9]=1[O:10][CH3:11]>CCOCC>[ClH:1].[CH3:13][O:12][C:8]1[CH:7]=[C:6]([C:14](=[O:36])[CH2:15][C@@:16]([NH:28][C:29](=[O:35])[C@@H:30]2[CH2:34][CH2:33][CH2:32][NH:31]2)([C:18]2[C:27]3[C:22](=[CH:23][CH:24]=[CH:25][CH:26]=3)[CH:21]=[CH:20][CH:19]=2)[CH3:17])[CH:5]=[C:4]([O:3][CH3:2])[C:9]=1[O:10][CH3:11] |f:3.4|. Procedure: Following the procedure described in Example 120, the coupling of N-[2-(3,4,5-trimethoxyphenyl)-2-oxoethyl]-L-proline hydrochloride (250 mg, 0.69 mmol) and (R)-1-(1-naphthyl)ethylamine (0.34 mL, 2.1 mmol) provided, after treatment with HCl in Et2O, 137 mg of the hydrochloride salt of L-proline, 1-[2-(3,4,5-trimethoxyphenyl)-2-oxoethyl] (R)-1-(1-naphthyl)ethylamide as a powder. The reactants are COC(C1=C(C=C(C=C1)OC)CBr)=O (2-bromomethyl-4-methoxy-benzoic acid methyl ester), C(C)(C)(C)OC(=O)N1CCC(CC1)N (4-amino-piperidine-1-carboxylic acid tert-butyl ester). Run in CO (methanol), C(C)N(CC)CC (triethylamine). Reaction conditions: time 8 hour. The product is C(C)(C)(C)OC(=O)N1CCC(CC1)N1C(C2=CC=C(C=C2C1)OC)=O (4-(5-Methoxy-1-oxo-1,3-dihydro-isoindol-2-yl)-piperidine-1-carboxylic acid tert-butyl ester). Isolated yield 49.0%. As a reaction SMILES: CO[C:3](=[O:14])[C:4]1[CH:9]=[CH:8][C:7]([O:10][CH3:11])=[CH:6][C:5]=1[CH2:12]Br.[C:15]([O:19][C:20]([N:22]1[CH2:27][CH2:26][CH:25]([NH2:28])[CH2:24][CH2:23]1)=[O:21])([CH3:18])([CH3:17])[CH3:16]>CO.C(N(CC)CC)C>[C:15]([O:19][C:20]([N:22]1[CH2:27][CH2:26][CH:25]([N:28]2[CH2:12][C:5]3[C:4](=[CH:9][CH:8]=[C:7]([O:10][CH3:11])[CH:6]=3)[C:3]2=[O:14])[CH2:24][CH2:23]1)=[O:21])([CH3:18])([CH3:16])[CH3:17]. Reported procedure: To a solution of 2-bromomethyl-4-methoxy-benzoic acid methyl ester (1.28 g, 4.94 mmol, 1.0 equiv) in methanol (9 mL) and triethylamine (0.83 mL) was added 4-amino-piperidine-1-carboxylic acid tert-butyl ester (1.04 g, 5.19 mmol, 1.05 equiv; commercially available) and the reaction stirred at rt overnight. The reaction mixture was poured on crashed ice/diluted HCl, extracted with ethyl acetate, the combined organic phases washed with a sat. solution of NaHCO3 and water, dried over Na2SO4 and conc...